Dataset: the Open Reaction Database (ORD), a public repository of structured organic reaction records. Task: describe an organic reaction: reactants, conditions, products, and yield Starting materials: CCO, CCCCCCCCCCCCCCOc1ccc(C(=O)OC)cc1OC, CO, [K+], [OH-], O. Yields the product CCCCCCCCCCCCCCOc1ccc(C(=O)O)cc1OC. RXN SMILES: [CH2:30]([OH:31])[CH3:32].[CH3:1][O:2][C:3]([c:4]1[cH:5][c:6]([O:25][CH3:26])[c:7]([O:10][CH2:11][CH2:12][CH2:13][CH2:14][CH2:15][CH2:16][CH2:17][CH2:18][CH2:19][CH2:20][CH2:21][CH2:22][CH2:23][CH3:24])[cH:8][cH:9]1)=[O:27].[CH3:28][OH:29].[K+:34].[OH-:33].[OH2:35]>>[O:2]=[C:3]([c:4]1[cH:5][c:6]([O:25][CH3:26])[c:7]([O:10][CH2:11][CH2:12][CH2:13][CH2:14][CH2:15][CH2:16][CH2:17][CH2:18][CH2:19][CH2:20][CH2:21][CH2:22][CH2:23][CH3:24])[cH:8][cH:9]1)[OH:27].